This data is from the Open Reaction Database (ORD), a public repository of structured organic reaction records. The task is: describe an organic reaction: reactants, conditions, products, and yield Reactants: Cl.C(C(C)C)(=N)N (isobutyramidine hydrochloride), COC(=NC#N)OC (dimethyl (N-cyanoimido)carbonate), [OH-].[Na+] (NaOH). Product: NC1=NC(=NC(=N1)C(C)C)OC (2-amino-4-isopropyl-6-methoxy-s-triazine). Isolated yield 61.2%. RXN SMILES: Cl.[C:2]([NH2:7])(=[NH:6])[CH:3]([CH3:5])[CH3:4].[CH3:8][O:9][C:10](OC)=[N:11][C:12]#[N:13].[OH-].[Na+]>>[NH2:13][C:12]1[N:7]=[C:2]([CH:3]([CH3:5])[CH3:4])[N:6]=[C:10]([O:9][CH3:8])[N:11]=1 |f:0.1,3.4|. Procedure details: Cool the isobutyramidine hydrochloride solution in an ice bath. Charge 8 gm. (0.07 mole) dimethyl (N-cyanoimido)carbonate to the solution, followed by 5.8 gm. (0.073 mole) 50% NaOH, added dropwise. Stir while letting the mixture warm to room temperature for one hour. Remove the methanol by vacuum stripping, and slurry the resulting solids in75 ml. water. Cool and filter. Upon drying, 7.2 gm. (61.2%) 2-amino-4-isopropyl-6-methoxy-s-triazine is obtained, mp 116°-117° C. Reactants: CCOC(=O)C=C(C)c1cccc(C#N)c1, CO, [Li+], C1CCOC1, [OH-], O, O. Product: CC(=CC(=O)O)c1cccc(C#N)c1. As a reaction SMILES: [C:4](#[N:5])[c:6]1[cH:7][c:8]([C:12](=[CH:13][C:14](=[O:15])[O:16][CH2:17][CH3:18])[CH3:19])[cH:9][cH:10][cH:11]1.[CH3:20][OH:21].[Li+:3].[O:22]1[CH2:23][CH2:24][CH2:25][CH2:26]1.[OH-:2].[OH2:1].[OH2:27]>>[C:4](#[N:5])[c:6]1[cH:7][c:8]([C:12](=[CH:13][C:14](=[O:15])[OH:16])[CH3:19])[cH:9][cH:10][cH:11]1. The reactants are C(C)(C)(C)OC(N[C@@H](CC)C1=NC2=C(N1C1=CC=CC=C1)C=CC=C2)=O ([(S)-1-(1-phenyl-1H-benzoimidazol-2-yl)propyl]carbamic acid tertbutyl ester), C(=O)(C(F)(F)F)O (TFA). Solvent: C(Cl)Cl (DCM). Run at time 4 hour. The product is C1(=CC=CC=C1)N1C(=NC2=C1C=CC=C2)[C@H](CC)N ((S)-1-(1-Phenyl-1H-benzoimidazol-2-yl)propylamine). Reaction SMILES: C(OC(=O)[NH:7][C@H:8]([C:11]1[N:15]([C:16]2[CH:21]=[CH:20][CH:19]=[CH:18][CH:17]=2)[C:14]2[CH:22]=[CH:23][CH:24]=[CH:25][C:13]=2[N:12]=1)[CH2:9][CH3:10])(C)(C)C.C(O)(C(F)(F)F)=O>C(Cl)Cl>[C:16]1([N:15]2[C:14]3[CH:22]=[CH:23][CH:24]=[CH:25][C:13]=3[N:12]=[C:11]2[C@@H:8]([NH2:7])[CH2:9][CH3:10])[CH:17]=[CH:18][CH:19]=[CH:20][CH:21]=1. Procedure: To a solution of [(S)-1-(1-phenyl-1H-benzoimidazol-2-yl)propyl]carbamic acid tertbutyl ester (1.76 g) in DCM (10 mL) was added TFA (7.5 mL) and the mixture was stirred at RT for 4 h. Volatiles were removed under reduced pressure and the resulting residue was dissolved in DCM and washed with a saturated solution of NaHCO3. The two phase system was stirred for 20 min, then the organic layer was dried (Na2SO4) and concentrated in vacuo affording (S)-1-(1-Phenyl-1H-benzoimidazol-2-yl)propylamine as ... Starting materials: CC(C)N1CCNCC1, FC(F)(F)c1ccc(-c2ccc(Cl)nc2)cc1. Yields the product CC(C)N1CCN(c2ccc(-c3ccc(C(F)(F)F)cc3)cn2)CC1. Reaction SMILES: [CH:18]([CH3:19])([CH3:20])[N:21]1[CH2:22][CH2:23][NH:24][CH2:25][CH2:26]1.[Cl:1][c:2]1[n:3][cH:4][c:5](-[c:8]2[cH:9][cH:10][c:11]([C:14]([F:15])([F:16])[F:17])[cH:12][cH:13]2)[cH:6][cH:7]1>>[c:2]1([N:24]2[CH2:23][CH2:22][N:21]([CH:18]([CH3:19])[CH3:20])[CH2:26][CH2:25]2)[n:3][cH:4][c:5](-[c:8]2[cH:9][cH:10][c:11]([C:14]([F:15])([F:16])[F:17])[cH:12][cH:13]2)[cH:6][cH:7]1. The reactants are O=C1CCC(=O)N1Br, ClC(Cl)(Cl)Cl, O=C(OOC(=O)c1ccccc1)c1ccccc1, ClCCl, Cc1ccc2ccnc(Cl)c2c1. Reaction SMILES: [Br:1][N:2]1[C:3](=[O:4])[CH2:5][CH2:6][C:7]1=[O:8].[C:39]([Cl:40])([Cl:41])([Cl:42])[Cl:43].[C:9]([O:10][O:11][C:12](=[O:13])[c:14]1[cH:15][cH:16][cH:17][cH:18][cH:19]1)(=[O:20])[c:21]1[cH:22][cH:23][cH:24][cH:25][cH:26]1.[CH2:44]([Cl:45])[Cl:46].[Cl:27][c:28]1[n:29][cH:30][cH:31][c:32]2[cH:33][cH:34][c:35]([CH3:38])[cH:36][c:37]12>>[Br:1][CH2:38][c:35]1[cH:34][cH:33][c:32]2[cH:31][cH:30][n:29][c:28]([Cl:27])[c:37]2[cH:36]1. Yields the product Clc1nccc2ccc(CBr)cc12. The reactants are Cc1nc(-c2ccc(OC(F)(F)F)cc2)ccc1CO, ClCCl, O=S(Cl)Cl. Product: Cc1nc(-c2ccc(OC(F)(F)F)cc2)ccc1CCl. Reaction SMILES: [CH3:1][c:2]1[n:3][c:4](-[c:10]2[cH:11][cH:12][c:13]([O:16][C:17]([F:18])([F:19])[F:20])[cH:14][cH:15]2)[cH:5][cH:6][c:7]1[CH2:8][OH:9].[Cl:25][CH2:26][Cl:27].[S:21]([Cl:22])([Cl:23])=[O:24]>>[CH3:1][c:2]1[n:3][c:4](-[c:10]2[cH:11][cH:12][c:13]([O:16][C:17]([F:18])([F:19])[F:20])[cH:14][cH:15]2)[cH:5][cH:6][c:7]1[CH2:8][Cl:23]. Reactants: BrCCCCCCOC(=O)OC\C(=C(/C(=O)O)\C1=CC=CC=C1)\C1=CC=C(C=C1)S(=O)(=O)C ((2Z)-4-({[(6-bromohexyl)oxy]carbonyl}oxy)-3-[4-(methylsulfonyl)phenyl]-2-phenylbut-2-enoic acid), C(C)I (ethyl iodide), C([O-])([O-])=O.[K+].[K+] (potassium carbonate). Run in CN(C)C=O (DMF). Reaction conditions: time 1 hour. The product is BrCCCCCCOC(=O)OC\C(=C(/C(=O)OCC)\C1=CC=CC=C1)\C1=CC=C(C=C1)S(=O)(=O)C (ethyl (2Z)-4-({[(6-bromohexyl)oxy]carbonyl}oxy)-3-[4-(methylsulfonyl)phenyl]-2-phenylbut-2-enoate). As a reaction SMILES: [Br:1][CH2:2][CH2:3][CH2:4][CH2:5][CH2:6][CH2:7][O:8][C:9]([O:11][CH2:12]/[C:13](/[C:24]1[CH:29]=[CH:28][C:27]([S:30]([CH3:33])(=[O:32])=[O:31])=[CH:26][CH:25]=1)=[C:14](/[C:18]1[CH:23]=[CH:22][CH:21]=[CH:20][CH:19]=1)\[C:15]([OH:17])=[O:16])=[O:10].[CH2:34](I)[CH3:35].C(=O)([O-])[O-].[K+].[K+]>CN(C=O)C>[Br:1][CH2:2][CH2:3][CH2:4][CH2:5][CH2:6][CH2:7][O:8][C:9]([O:11][CH2:12]/[C:13](/[C:24]1[CH:25]=[CH:26][C:27]([S:30]([CH3:33])(=[O:31])=[O:32])=[CH:28][CH:29]=1)=[C:14](/[C:18]1[CH:19]=[CH:20][CH:21]=[CH:22][CH:23]=1)\[C:15]([O:17][CH2:34][CH3:35])=[O:16])=[O:10] |f:2.3.4|. Procedure: To a solution of 2.6 g of (2Z)-4-({[(6-bromohexyl)oxy]carbonyl}oxy)-3-[4-(methylsulfonyl)phenyl]-2-phenylbut-2-enoic acid in 20 mL of DMF at rt was added 3.8 mL of ethyl iodide and 670 mg of potassium carbonate under nitrogen. The reaction was stirred for 1 h, quenched by saturated aqueous NH4Cl, extracted with EtOAc, washed with water (3×), brine, and dried over sodium sulfate. Purification by flash chromatography afforded 1.86 g of the titled compound as a brownish oil.